Dataset: the Open Reaction Database (ORD), a public repository of structured organic reaction records. Task: describe an organic reaction: reactants, conditions, products, and yield The reactants are C(C1=CC=CC=C1)N (benzylamine), [N+](=O)(O)[O-] (nitric acid), ice water. Reaction conditions: time 3 hour. Yields the product [N+](=O)(O)[O-].[N+](=O)([O-])NCC1=CC=CC=C1 (nitrobenzylamine nitrate). Isolated yield 118.0%. As a reaction SMILES: [CH2:1]([NH2:8])[C:2]1[CH:7]=[CH:6][CH:5]=[CH:4][CH:3]=1.[N+:9]([O-:12])([OH:11])=[O:10]>>[N+:9]([O-:12])([OH:11])=[O:10].[N+:9]([NH:8][CH2:1][C:2]1[CH:7]=[CH:6][CH:5]=[CH:4][CH:3]=1)([O-:11])=[O:10] |f:2.3|. Procedure: At a temperature of not higher than 0° C., 107 grams (1 mole) of benzylamine was dropped into 643 grams (10 moles) of 98% nitric acid over a period of 5 hours. After dropping was completed, the reaction was continued at 20°-25° C. for 3 hours with stirring. The resultant reaction mixture was poured into 750 grams of ice water to filter separated crystals, which were washed with an aqueous sodium chloride solution to obtain 254 grams of wet nitrobenzylamine nitrate crystals having a solid content...